Dataset: the Open Reaction Database (ORD), a public repository of structured organic reaction records. Task: describe an organic reaction: reactants, conditions, products, and yield Reactants: CC(=C)C (2-methylpropene), Br[C@@H](C(=O)O)CC(C)C (2(R)-bromo-4-methylpentanoic acid), S(O)(O)(=O)=O (sulfuric acid). Run in C(Cl)Cl (methylene chloride). Yields the product C(C)(C)(C)OC([C@@H](CC(C)C)Br)=O (2(R)-bromo-4-methylpentanoic acid t-butyl ester). Isolated yield 88.0%. Reaction SMILES: [Br:1][C@H:2]([CH2:6][CH:7]([CH3:9])[CH3:8])[C:3]([OH:5])=[O:4].[CH3:10][C:11]([CH3:13])=[CH2:12].S(=O)(=O)(O)O>C(Cl)Cl>[C:11]([O:4][C:3](=[O:5])[C@H:2]([Br:1])[CH2:6][CH:7]([CH3:9])[CH3:8])([CH3:13])([CH3:12])[CH3:10]. Procedure details: 33 g of 2(R)-bromo-4-methylpentanoic acid (prepared from D-leucine) was dissolved in 100 ml of methylene chloride. To this solution, at -40° C. was introduced 47 g of 2-methylpropene while stirring, and after the addition of 0.8 ml of sulfuric acid the mixture was stirred overnight at room temperature. The reaction mixture was concentrated to 1/2 in vacuo and washed with 10% sodium carbonate aqueous solution and dried over anhydrous magnesium sulfate. The solution was then evaporated in vacuo, y... Starting materials: FC=1C=C2C(C(=CN(C2=C(C1F)OC)C1=CC=C(C=C1)F)C(=O)OCC)=O (ethyl 6,7-difluoro-1-(4-fluorophenyl)-8-methoxy-1,4-dihydro-4-oxoquinoline-3-carboxylate), O (water). Solvent: B(F)(F)F.F (hydrofluoroboric acid). Run at time 3 hour. The product is C1(CC1)N1C=C(C(C2=CC(=C(C(=C12)OC)F)F)=O)C(=O)O (1-cyclopropyl-6,7-difluoro-8-methoxy-1,4-dihydro-4-oxoquinoline-3-carboxylic acid). RXN SMILES: [F:1][C:2]1[CH:3]=[C:4]2[C:9](=[C:10]([O:13][CH3:14])[C:11]=1[F:12])[N:8]([C:15]1[CH:20]=[CH:19]C(F)=CC=1)[CH:7]=[C:6]([C:22]([O:24]CC)=[O:23])[C:5]2=[O:27].O>B(F)(F)F.F>[CH:15]1([N:8]2[C:9]3[C:4](=[CH:3][C:2]([F:1])=[C:11]([F:12])[C:10]=3[O:13][CH3:14])[C:5](=[O:27])[C:6]([C:22]([OH:24])=[O:23])=[CH:7]2)[CH2:19][CH2:20]1 |f:2.3|. Procedure details: A suspension of 1.0 g (0.0027 mole) of ethyl 6,7-difluoro-1-(4-fluorophenyl)-8-methoxy-1,4-dihydro-4-oxoquinoline-3-carboxylate (XXXII, R11 =4-fluorophenyl) (prepared as described in Preparation 4) in 15 ml of 42% aqueous hydrofluoroboric acid was stirred at 90°-100° C. for 3 hours, after which it was poured into water. The precipitated crystals were collected by filtration to give 1 g of a chelate (IV) as a colorless powder. The whole of this was dissolved in 3 ml of dimethyl sulfoxide, and the... Starting materials: [H-].[Na+] (sodium hydride), Cl (HCl), N1(C(CCCC1)CCC(=O)OCC)CCC(=O)OCC (diethyl piperidine-1,2-dipropionate), C(C)O (ethanol). The solvent is C=1(C(=CC=CC1)C)C (xylene), C=1(C(=CC=CC1)C)C (xylene), C=1(C(=CC=CC1)C)C (xylene). Product: N12CCC(CCC2CCCC1)=O (1-Azabicyclo[5.4.0]undecan-4-one). Yield: 80.9%. RXN SMILES: [N:1]1([CH2:14][CH2:15][C:16]([O:18]CC)=O)[CH2:6][CH2:5][CH2:4][CH2:3][CH:2]1[CH2:7][CH2:8]C(OCC)=O.[H-].[Na+].C(O)C.Cl>C1(C)C(C)=CC=CC=1>[N:1]12[CH2:6][CH2:5][CH2:4][CH2:3][CH:2]1[CH2:7][CH2:8][C:16](=[O:18])[CH2:15][CH2:14]2 |f:1.2|. Procedure details: A solution of diethyl piperidine-1,2-dipropionate (9.60 g, 0.034 mole) in xylene (100 ml) was added dropwise over 4 h to a flask containing 250 ml of xylene, which was being fed via a continuous extraction apparatus to a stirred, refluxing, suspension of sodium hydride (4.2 g of 80%, 0.14 mole) in xylene (100 ml) containing ethanol (0.5 ml) under nitrogen. The reaction mixture was heated under reflux for a total of 40 h, then cooled in an ice bath and treated with 5M HCl acid (250 ml). The aqueo... Reactants: O1CCCC1 (tetrahydrofuran), C1(CCCC1)CC(=O)NC1=CC=C2C=CC=C(C2=C1)CC1=C(C=C(C(=O)O)C=C1)OC (4-[7-(cyclopentylacetamido)naphth-1-ylmethyl]-3-methoxybenzoic acid), CC1=C(C=CC=C1)S(=O)(=O)N (2-methylbenzenesulfonamide), Cl.CN(CCCN=C=NCC)C (1-(3-dimethylaminopropyl)-3-ethylcarbodiimide hydrochloride). The reagents and catalysts are CN(C1=CC=NC=C1)C (4-dimethylamino pyridine). Solvent: C(Cl)Cl (methylene chloride). Conditions: time 24 hour. The product is C1(CCCC1)CC(=O)NC1=CC=C2C=CC=C(C2=C1)CC1=C(C=C(C(=O)NS(=O)(=O)C2=C(C=CC=C2)C)C=C1)OC (4-[7-(Cyclopentylacetamido)naphth-1-ylmethyl]-3-methoxy-N-(2-methylphenylsulfonyl)benzamide). The yield is 51.3%. Reaction SMILES: [CH:1]1([CH2:6][C:7]([NH:9][C:10]2[CH:19]=[C:18]3[C:13]([CH:14]=[CH:15][CH:16]=[C:17]3[CH2:20][C:21]3[CH:29]=[CH:28][C:24]([C:25](O)=[O:26])=[CH:23][C:22]=3[O:30][CH3:31])=[CH:12][CH:11]=2)=[O:8])[CH2:5][CH2:4][CH2:3][CH2:2]1.[CH3:32][C:33]1[CH:38]=[CH:37][CH:36]=[CH:35][C:34]=1[S:39]([NH2:42])(=[O:41])=[O:40].Cl.CN(C)CCCN=C=NCC.O1CCCC1>C(Cl)Cl.CN(C)C1C=CN=CC=1>[CH:1]1([CH2:6][C:7]([NH:9][C:10]2[CH:19]=[C:18]3[C:13]([CH:14]=[CH:15][CH:16]=[C:17]3[CH2:20][C:21]3[CH:29]=[CH:28][C:24]([C:25]([NH:42][S:39]([C:34]4[CH:35]=[CH:36][CH:37]=[CH:38][C:33]=4[CH3:32])(=[O:40])=[O:41])=[O:26])=[CH:23][C:22]=3[O:30][CH3:31])=[CH:12][CH:11]=2)=[O:8])[CH2:5][CH2:4][CH2:3][CH2:2]1 |f:2.3|. Reported procedure: To a mixture of 4-[7-(cyclopentylacetamido)naphth-1-ylmethyl]-3-methoxybenzoic acid (375 mg), 2-methylbenzenesulfonamide (231 mg), and 1-(3-dimethylaminopropyl)-3-ethylcarbodiimide hydrochloride (259 mg) in methylene chloride (9 ml) was added 4-dimethylamino pyridine (165 mg); and the mixture was stirred for 24 h. The mixture was added to 60 ml of 1:9 tetrahydrofuran:ethyl acetate: and the organic solution was washed (1N HCl, water, brine), dried (MgSO4), and evaporated. The residue was purified... Procedure: A mixture of 1-tert-butoxycarbonylpiperidine-4-ol, triethylamine, benzenesulfonyl chloride and methylene chloride was stirred for two days at room temperature to give 1-tert-butoxycarbonylpiperidine-4-ylbenzenesulfonate. A mixture of the obtained 1-tert-butoxycarbonylpiperidine-4-ylbenzenesulfonate, diethyl malonate, 20% sodium ethoxide-EtOH solution and EtOH was stirred for 22 hours heated to reflux to give diethyl[1-(tert-butoxycarbonyl)piperidine-4-yl]malonate. A mixture of the obtained dieth... The solvent is C1CCOC1 (THF). The reactants are C(C)OC(C(C(=O)OCC)C1CCN(CC1)C(=O)OC(C)(C)C)=O (diethyl[1-(tert-butoxycarbonyl)piperidine-4-yl]malonate), [BH4-].[Li+] (lithium borohydride), C1(=CC=CC=C1)C (toluene). Product: C(C)(C)(C)OC(=O)N1CCC(CC1)C(CO)CO (2-(1-tert-butoxycarbonylpiperidine-4-yl)propane-1,3-diol). Reaction SMILES: C([O:3][C:4](=O)[CH:5]([CH:11]1[CH2:16][CH2:15][N:14]([C:17]([O:19][C:20]([CH3:23])([CH3:22])[CH3:21])=[O:18])[CH2:13][CH2:12]1)[C:6](OCC)=[O:7])C.[BH4-].[Li+].C1(C)C=CC=CC=1>C1COCC1>[C:20]([O:19][C:17]([N:14]1[CH2:15][CH2:16][CH:11]([CH:5]([CH2:4][OH:3])[CH2:6][OH:7])[CH2:12][CH2:13]1)=[O:18])([CH3:23])([CH3:22])[CH3:21] |f:1.2|. Conditions: temperature 60 celsius, time 18 hour. Reactants: OCCC#CC1=CC=C(C(=O)OC)C=C1 (methyl 4-(4-hydrox-but-1-yn-1-yl)benzoate), [H][H] (hydrogen). Reagents/catalysts: [Pd] (palladium on charcoal). Solvent: C(C)O (ethanol). Product: OCCCCC1=CC=C(C(=O)OC)C=C1 (methyl 4-(4-hydroxybutyl)benzoate). As a reaction SMILES: [OH:1][CH2:2][CH2:3][C:4]#[C:5][C:6]1[CH:15]=[CH:14][C:9]([C:10]([O:12][CH3:13])=[O:11])=[CH:8][CH:7]=1.[H][H]>C(O)C.[Pd]>[OH:1][CH2:2][CH2:3][CH2:4][CH2:5][C:6]1[CH:15]=[CH:14][C:9]([C:10]([O:12][CH3:13])=[O:11])=[CH:8][CH:7]=1. Procedure details: A mixture of 2.55 g of methyl 4-(4-hydrox-but-1-yn-1-yl)benzoate in 200 mL of ethanol is hydrogenated at 50 psi of hydrogen for 12 hours in the presence of 0.26 g (10% weight equivalent) of 5% palladium on charcoal. The reaction mixture is filtered through a silica gel pad, which is washed with ethanol, and concentrated to yield methyl 4-(4-hydroxybutyl)benzoate as an oil. IR (film) νmax 3390, 2965, 2920, 2850, 1705, 1605, 1568, 1520, 1500, 1410, 1387, 1362, 1308, 1286, 1250, 1160, 1055, 1013, 8... Starting materials: C(C1=CC=CC=C1)OC1=C(C(C(=O)O)=CC=C1)C(=O)O (3-benzyloxy-phthalic acid), Cl.NC1C(=O)NC(CC1)=O (rac-α-aminoglutarimide hydrochloride). Solvent: N1=CC=CC=C1 (pyridine). The product is C(C1=CC=CC=C1)OC1=C2C(N(C(C2=CC=C1)=O)C1C(NC(CC1)=O)=O)=O (4-Benzyloxy-2-(2,6-dioxo-piperidin-3-yl)-isoindole-1,3-dione). Yield: 113.9%. RXN SMILES: [CH2:1]([O:8][C:9]1[CH:17]=[CH:16][CH:15]=[C:11]([C:12]([OH:14])=O)[C:10]=1[C:18]([OH:20])=O)[C:2]1[CH:7]=[CH:6][CH:5]=[CH:4][CH:3]=1.Cl.[NH2:22][CH:23]1[CH2:29][CH2:28][C:27](=[O:30])[NH:26][C:24]1=[O:25]>N1C=CC=CC=1>[CH2:1]([O:8][C:9]1[CH:17]=[CH:16][CH:15]=[C:11]2[C:10]=1[C:18](=[O:20])[N:22]([CH:23]1[CH2:29][CH2:28][C:27](=[O:30])[NH:26][C:24]1=[O:25])[C:12]2=[O:14])[C:2]1[CH:3]=[CH:4][CH:5]=[CH:6][CH:7]=1 |f:1.2|. Reported procedure: A mixture of 3-benzyloxy-phthalic acid (1.08 g, 4.00 mmol) and rac-α-aminoglutarimide hydrochloride (0.65 g, 4.0 mmol) in pyridine (10 mL) was heated to reflux for 4 h. The reaction mixture was cooled and the solvent was evaporated under vacuum. The residue was suspended in ethyl acetate (200 mL) and washed with dilute aqueous HCl (100 mL). The organic phase was combined with the insoluble precipitate and evaporated to dryness. The resulting solid was triturated with ethyl acetate (100 mL), filt... The reactants are ClC=1C=C(CN2CC(OCC2(C)C)CN)C=CC1Cl (1-[4-(3,4-Dichlorobenzyl)-5,5-dimethylmorpholin-2-yl]methanamine), ClC1=CC=C(C=C1)CC(=O)O (4-chlorophenylacetic acid). Run in CN1C(CCC1)=O (1-methyl-2-pyrrolidinone). RXN SMILES: [Cl:1][C:2]1[CH:3]=[C:4]([CH:16]=[CH:17][C:18]=1[Cl:19])[CH2:5][N:6]1[C:11]([CH3:13])([CH3:12])[CH2:10][O:9][CH:8]([CH2:14][NH2:15])[CH2:7]1.[Cl:20][C:21]1[CH:26]=[CH:25][C:24]([CH2:27][C:28](O)=[O:29])=[CH:23][CH:22]=1>CN1CCCC1=O>[Cl:20][C:21]1[CH:26]=[CH:25][C:24]([CH2:27][C:28]([NH:15][CH2:14][CH:8]2[O:9][CH2:10][C:11]([CH3:13])([CH3:12])[N:6]([CH2:5][C:4]3[CH:16]=[CH:17][C:18]([Cl:19])=[C:2]([Cl:1])[CH:3]=3)[CH2:7]2)=[O:29])=[CH:23][CH:22]=1. The yield is 39.9%. The product is ClC1=CC=C(C=C1)CC(=O)NCC1CN(C(CO1)(C)C)CC1=CC(=C(C=C1)Cl)Cl (2-(4-Chlorophenyl)-N-{[4-(3,4-dichlorobenzyl)-5,5-dimethylmorpholin-2-yl]methyl}acetamide). Procedure details: A mixture of Intermediate 3 (0.030 g) and 4-chlorophenylacetic acid (0.020 g) were treated with 1-methyl-2-pyrrolidinone (0.015 ml) then heated in a 600 W microwave oven, at full power, for 4 min. The crude mixture was purified by chromatography on silica gel (Varian Bond-Elut cartridge, 1 g) eluting with cyclohexane/ethyl acetate (19:1 followed by 1:1) to give a brown solid which was triturated with ether to give thetitle compound as an off-white solid (0.018 g).